Task: describe an organic reaction: reactants, conditions, products, and yield. Dataset: the Open Reaction Database (ORD), a public repository of structured organic reaction records Reactants: BrC1=CC=C(C=C1)C1=C(C(=NO1)C)C(O)C=1N=NN(C1)CC1=C(C=CC=C1Cl)Cl ([5-(4-bromo-phenyl)-3-methyl-isoxazol-4-yl]-[1-(2,6-dichloro-benzyl)-1H-[1,2,3]triazol-4-yl]-methanol), C(C)OC(=O)C1(CC1)C1=CC=C(C=C1)B1OC(C(O1)(C)C)(C)C (1-[4-(4,4,5,5-tetramethyl-[1,3,2]dioxaborolan-2-yl)-phenyl]-cyclopropanecarboxylic acid ethyl ester). Yields the product C(C)OC(=O)C1(CC1)C1=CC=C(C=C1)C1=CC=C(C=C1)C1=C(C(=NO1)C)C(O)C=1N=NN(C1)CC1=C(C=CC=C1Cl)Cl (1-[4′-(4-{[1-(2,6-Dichloro-benzyl)-1H-[1,2,3]triazol-4-yl]-hydroxy-methyl}-3-methyl-isoxazol-5-yl)-biphenyl-4-yl]-cyclopropanecarboxylic acid ethyl ester). RXN SMILES: Br[C:2]1[CH:7]=[CH:6][C:5]([C:8]2[O:12][N:11]=[C:10]([CH3:13])[C:9]=2[CH:14]([C:16]2[N:17]=[N:18][N:19]([CH2:21][C:22]3[C:27]([Cl:28])=[CH:26][CH:25]=[CH:24][C:23]=3[Cl:29])[CH:20]=2)[OH:15])=[CH:4][CH:3]=1.[CH2:30]([O:32][C:33]([C:35]1([C:38]2[CH:43]=[CH:42][C:41](B3OC(C)(C)C(C)(C)O3)=[CH:40][CH:39]=2)[CH2:37][CH2:36]1)=[O:34])[CH3:31]>>[CH2:30]([O:32][C:33]([C:35]1([C:38]2[CH:43]=[CH:42][C:41]([C:2]3[CH:7]=[CH:6][C:5]([C:8]4[O:12][N:11]=[C:10]([CH3:13])[C:9]=4[CH:14]([C:16]4[N:17]=[N:18][N:19]([CH2:21][C:22]5[C:23]([Cl:29])=[CH:24][CH:25]=[CH:26][C:27]=5[Cl:28])[CH:20]=4)[OH:15])=[CH:4][CH:3]=3)=[CH:40][CH:39]=2)[CH2:36][CH2:37]1)=[O:34])[CH3:31]. Procedure details: Prepared according to the procedure described in Example 1, Step 10, using [5-(4-bromo-phenyl)-3-methyl-isoxazol-4-yl]-[1-(2,6-dichloro-benzyl)-1H-[1,2,3]triazol-4-yl]-methanol and 1-[4-(4,4,5,5-tetramethyl-[1,3,2]dioxaborolan-2-yl)-phenyl]-cyclopropanecarboxylic acid ethyl ester. Starting materials: O1C(CCCC1)CO (tetrahydropyran-2-methanol), [H-].[Na+] (sodium hydride), CN(C)C=O (DMF), O (water), S(N)(=O)(=O)Cl (sulfamoyl chloride). Reaction conditions: time 45 minute. The product is CNS(=O)(=O)OC1OCCCC1 ((tetrahydro-2H-pyran-2-yl) methanesulfamate). Reaction SMILES: [O:1]1[CH2:6][CH2:5][CH2:4][CH2:3][CH:2]1CO.[H-].[Na+].[S:11](Cl)(=[O:14])(=[O:13])N.[OH2:16].C[N:18]([CH:20]=O)C>>[CH3:20][NH:18][S:11]([O:14][CH:2]1[CH2:3][CH2:4][CH2:5][CH2:6][O:1]1)(=[O:16])=[O:13] |f:1.2|. Procedure: To a cold solution (-5° C.) of tetrahydropyran-2-methanol (2.33 g, 0.02 mol) in DMF (40 ml) was added 50% oily sodium hydride (1.17 g, 0.024 mol as NaH). After stirring for 45 min, sulfamoyl chloride (3.42 g, 0.03 mol) was added and the stirring continued for an additional 45 min, at -5° C. The reaction mixture was poured into cold water and extracted with chloroform. The organic layer was dried (Na2SO4) and the solvents were removed under vacuum to give a syrup which was dry column chromatograp... Starting materials: Clc1ccccc1-c1ccc(CN2CCNC(Cc3ccccc3)C2)cc1, ClCCl, O=C=Nc1ccccc1. Yields the product O=C(Nc1ccccc1)N1CCN(Cc2ccc(-c3ccccc3Cl)cc2)CC1Cc1ccccc1. As a reaction SMILES: [CH2:1]([c:2]1[cH:3][cH:4][cH:5][cH:6][cH:7]1)[CH:8]1[CH2:9][N:10]([CH2:14][c:15]2[cH:16][cH:17][c:18](-[c:21]3[c:22]([Cl:27])[cH:23][cH:24][cH:25][cH:26]3)[cH:19][cH:20]2)[CH2:11][CH2:12][NH:13]1.[Cl:37][CH2:38][Cl:39].[c:28]1([N:34]=[C:35]=[O:36])[cH:29][cH:30][cH:31][cH:32][cH:33]1>>[CH2:1]([c:2]1[cH:3][cH:4][cH:5][cH:6][cH:7]1)[CH:8]1[CH2:9][N:10]([CH2:14][c:15]2[cH:16][cH:17][c:18](-[c:21]3[c:22]([Cl:27])[cH:23][cH:24][cH:25][cH:26]3)[cH:19][cH:20]2)[CH2:11][CH2:12][N:13]1[C:35]([NH:34][c:28]1[cH:29][cH:30][cH:31][cH:32][cH:33]1)=[O:36]. Reactants: [Li] (lithium), C(C1=CC=CC=C1)N1C(COCC1)=O (4-benzyl-morpholin-3-one), ClC1=CC=C(C=O)C=C1 (4-chlorobenzaldehyde). Solvent: CCCCCCC (heptane), O1CCCC1 (tetrahydrofuran). Reaction conditions: temperature -70 celsius, time 1 hour. The product is ClC1=CC=C(C=C1)[C@@H]([C@@H]1C(N(CCO1)CC1=CC=CC=C1)=O)O ((2R)-2-[(S)-(4-chlorophenyl)(hydroxy)methyl]-4-benzylmorpholin-3-one), ClC1=CC=C(C=C1)[C@H]([C@H]1C(N(CCO1)CC1=CC=CC=C1)=O)O ((2S)-2-[(R)-(4-chlorophenyl)(hydroxy)methyl]-4-benzylmorpholin-3-one). The yield is 61.2%. RXN SMILES: [Li].[CH2:2]([N:9]1[CH2:14][CH2:13][O:12][CH2:11][C:10]1=[O:15])[C:3]1[CH:8]=[CH:7][CH:6]=[CH:5][CH:4]=1.[Cl:16][C:17]1[CH:24]=[CH:23][C:20]([CH:21]=[O:22])=[CH:19][CH:18]=1>CCCCCCC.O1CCCC1>[Cl:16][C:17]1[CH:24]=[CH:23][C:20]([C@H:21]([OH:22])[C@H:11]2[O:12][CH2:13][CH2:14][N:9]([CH2:2][C:3]3[CH:4]=[CH:5][CH:6]=[CH:7][CH:8]=3)[C:10]2=[O:15])=[CH:19][CH:18]=1.[Cl:16][C:17]1[CH:24]=[CH:23][C:20]([C@@H:21]([OH:22])[C@@H:11]2[O:12][CH2:13][CH2:14][N:9]([CH2:2][C:3]3[CH:4]=[CH:5][CH:6]=[CH:7][CH:8]=3)[C:10]2=[O:15])=[CH:19][CH:18]=1 |^1:0|. Procedure: A solution of lithium diisopropylanide (2M in heptane, 18.2 ml) was added dropwise over 20 min to a stirred solution of 4-benzyl-morpholin-3-one (5.0 g, 26 mmol) and 4-chlorobenzaldehyde (4.41 g, 31.4 mmol) in dried tetrahydrofuran (60 ml) cooled to −70° C. under nitrogen atmosphere. After 1 h at −70° C., the reaction mixture was quenched with aqueous ammonium chloride (100 ml) and extracted with ethyl acetate (100 ml). The extracts were washed with 2M aqueous hydrochloric acid (100 ml), brine s... Starting materials: CCCCCCC#N, CCCCCC, [Ca+2], [K+], O=S(=O)([O-])[O-], O=C1CCCCC1, [OH-]. Reaction SMILES: [C:14]([CH2:15][CH2:16][CH2:17][CH2:18][CH2:19][CH3:20])#[N:21].[CH3:24][CH2:25][CH2:26][CH2:27][CH2:28][CH3:29].[Ca+2:1].[K+:23].[O-:2][S:3](=[O:4])(=[O:5])[O-:6].[O:7]=[C:8]1[CH2:9][CH2:10][CH2:11][CH2:12][CH2:13]1.[OH-:22]>>[C:8]1(=[C:15]([C:14]#[N:21])[CH2:16][CH2:17][CH2:18][CH2:19][CH3:20])[CH2:9][CH2:10][CH2:11][CH2:12][CH2:13]1. Product: CCCCCC(C#N)=C1CCCCC1. The reactants are N(C(=N)N)C=1SC=C(N1)C(=O)O (2-guanidino-thiazole-4-carboxylic acid), Cl.NC1=CC=C(C=C1)OCC(=O)OCC (ethyl 4-amino-phenyloxyacetate hydrochloride). Product: N(C(=N)N)C=1SC=C(N1)C(=O)NC1=CC=C(OCC(=O)OCC)C=C1 (ethyl {4-[(2-guanidino-thiazole-4-carbonyl)-amino]-phenoxy}-acetate). As a reaction SMILES: [NH:1]([C:5]1[S:6][CH:7]=[C:8]([C:10]([OH:12])=O)[N:9]=1)[C:2]([NH2:4])=[NH:3].Cl.[NH2:14][C:15]1[CH:20]=[CH:19][C:18]([O:21][CH2:22][C:23]([O:25][CH2:26][CH3:27])=[O:24])=[CH:17][CH:16]=1>>[NH:1]([C:5]1[S:6][CH:7]=[C:8]([C:10]([NH:14][C:15]2[CH:16]=[CH:17][C:18]([O:21][CH2:22][C:23]([O:25][CH2:26][CH3:27])=[O:24])=[CH:19][CH:20]=2)=[O:12])[N:9]=1)[C:2]([NH2:4])=[NH:3] |f:1.2|. Procedure details: In the same manner as described in Example 3, from 2-guanidino-thiazole-4-carboxylic acid and ethyl 4-amino-phenyloxyacetate hydrochloride there is obtained ethyl {4-[(2-guanidino-thiazole-4-carbonyl)-amino]-phenoxy}-acetate, m.p. 206° C., MS: 364 (M+H)+. Starting materials: ice water, Cl[C@@H]1[C@@H]2[C@H]3CCC(C=C3C[C@H]([C@H]2[C@@H]2CCC([C@@]2(C)C1)=O)C)=O (11β-chloro-7α-methyl-estr-4-ene-3,17-dione), C(C)O (ethanol), O (water), [BH4-].[Na+] (sodium borohydride). Run in O1CCCC1 (tetrahydrofuran). Conditions: temperature -55 celsius, time 7 hour. Product: Cl[C@@H]1[C@@H]2[C@H]3CCC(C=C3C[C@H]([C@H]2[C@@H]2CC[C@@H]([C@@]2(C)C1)O)C)=O (11β-Chloro-17β-hydroxy-7α-methyl-estr-4-en-3-one). Yield: 34.0%. Reaction SMILES: [Cl:1][C@H:2]1[CH2:19][C@@:17]2([CH3:18])[C@@H:13]([CH2:14][CH2:15][C:16]2=[O:20])[C@H:12]2[C@H:3]1[C@@H:4]1[C:9]([CH2:10][C@H:11]2[CH3:21])=[CH:8][C:7](=[O:22])[CH2:6][CH2:5]1.C(O)C.O.[BH4-].[Na+]>O1CCCC1>[Cl:1][C@H:2]1[CH2:19][C@@:17]2([CH3:18])[C@@H:13]([CH2:14][CH2:15][C@@H:16]2[OH:20])[C@H:12]2[C@H:3]1[C@@H:4]1[C:9]([CH2:10][C@H:11]2[CH3:21])=[CH:8][C:7](=[O:22])[CH2:6][CH2:5]1 |f:3.4|. Procedure: A solution of 380 mg of 11β-chloro-7α-methyl-estr-4-ene-3,17-dione (F′) in 7.6 ml of tetrahydrofuran, 4.4 ml of ethanol and 1.15 ml of water was mixed at −55° C. in portions with 596 mg of sodium borohydride and stirred for 7 hours at −55° C. Then, the mixture was added to ice water, extracted three times with ethyl acetate, washed neutral, dried on sodium sulfate, concentrated by evaporation in a vacuum and chromatographed on silica gel with hexane/ethyl acetate. 130 mg of pure 11β-chloro-17β-h... The reactants are C(=O)([O-])[O-].[Na+].[Na+] (Na2CO3), ClC1=NC=C(C(=N1)NC1CC2C(CN(C2)C(=O)OC(C)(C)C)C1)Cl (tert-butyl 5-[(2,5-dichloropyrimidin-4-yl)amino]-hexahydrocyclopenta[c]pyrrole-2(1H)-carboxylate), C1(CC1)CN1N=CC(=C1)N (1-(cyclopropylmethyl)pyrazol-4-amine), FC(C(=O)O)(F)F (2,2,2-trifluoroacetic acid). Run in O1CCOCC1 (dioxane). Conditions: temperature 100 celsius, time 8 hour. The product is ClC=1C(=NC(=NC1)NC=1C=NN(C1)CC1CC1)NC1CC2C(CN(C2)C(=O)OC(C)(C)C)C1 (tert-butyl 5-((5-chloro-2-((1-(cyclopropylmethyl)-1H-pyrazol-4-yl)amino)pyrimidin-4-yl)amino)hexahydrocyclopenta[c]pyrrole-2(1H)-carboxylate). The yield is 271.2%. RXN SMILES: Cl[C:2]1[N:7]=[C:6]([NH:8][CH:9]2[CH2:23][CH:12]3[CH2:13][N:14]([C:16]([O:18][C:19]([CH3:22])([CH3:21])[CH3:20])=[O:17])[CH2:15][CH:11]3[CH2:10]2)[C:5]([Cl:24])=[CH:4][N:3]=1.[CH:25]1([CH2:28][N:29]2[CH:33]=[C:32]([NH2:34])[CH:31]=[N:30]2)[CH2:27][CH2:26]1.FC(F)(F)C(O)=O.C([O-])([O-])=O.[Na+].[Na+]>O1CCOCC1>[Cl:24][C:5]1[C:6]([NH:8][CH:9]2[CH2:23][CH:12]3[CH2:13][N:14]([C:16]([O:18][C:19]([CH3:22])([CH3:21])[CH3:20])=[O:17])[CH2:15][CH:11]3[CH2:10]2)=[N:7][C:2]([NH:34][C:32]2[CH:31]=[N:30][N:29]([CH2:28][CH:25]3[CH2:27][CH2:26]3)[CH:33]=2)=[N:3][CH:4]=1 |f:3.4.5|. Procedure: To a solution of tert-butyl 5-[(2,5-dichloropyrimidin-4-yl)amino]-hexahydrocyclopenta[c]pyrrole-2(1H)-carboxylate (1.10 g, 2.95 mmol) and 1-(cyclopropylmethyl)pyrazol-4-amine (38.5 mg, 0.28 mmol) in dioxane (10 mL) was added 2,2,2-trifluoroacetic acid (61.8 mg, 0.54 mmol). The reaction mixture was stirred at 100° C. overnight, then adjusted to pH=10 with a saturated Na2CO3 solution, and extracted with EtOAc (100 mL×3). The combined organic phases were washed with brine (100 mL), dried over anhyd... Starting materials: BrC1=C(C=C(C(=C1)C)[N+](=O)[O-])C (1-bromo-2,5-dimethyl-4-nitrobenzene), C(CCC)[Sn](C1=NC=CC=C1)(CCCC)CCCC (2-(tributylstannyl)pyridine). Reagents/catalysts: [Pd].C1(=CC=CC=C1)P(C1=CC=CC=C1)C1=CC=CC=C1.C1(=CC=CC=C1)P(C1=CC=CC=C1)C1=CC=CC=C1.C1(=CC=CC=C1)P(C1=CC=CC=C1)C1=CC=CC=C1.C1(=CC=CC=C1)P(C1=CC=CC=C1)C1=CC=CC=C1 (tetrakis(triphenylphosphine) palladium (0)). Run in CN(C)C=O (DMF). Conditions: temperature 120 celsius. Product: CC1=C(C=C(C(=C1)[N+](=O)[O-])C)C1=NC=CC=C1 (2-(2,5-dimethyl-4-nitrophenyl)pyridine). As a reaction SMILES: Br[C:2]1[CH:7]=[C:6]([CH3:8])[C:5]([N+:9]([O-:11])=[O:10])=[CH:4][C:3]=1[CH3:12].C([Sn](CCCC)(CCCC)[C:18]1[CH:23]=[CH:22][CH:21]=[CH:20][N:19]=1)CCC>CN(C=O)C.[Pd].C1(P(C2C=CC=CC=2)C2C=CC=CC=2)C=CC=CC=1.C1(P(C2C=CC=CC=2)C2C=CC=CC=2)C=CC=CC=1.C1(P(C2C=CC=CC=2)C2C=CC=CC=2)C=CC=CC=1.C1(P(C2C=CC=CC=2)C2C=CC=CC=2)C=CC=CC=1>[CH3:12][C:3]1[CH:4]=[C:5]([N+:9]([O-:11])=[O:10])[C:6]([CH3:8])=[CH:7][C:2]=1[C:18]1[CH:23]=[CH:22][CH:21]=[CH:20][N:19]=1 |f:3.4.5.6.7|. Reported procedure: To a mixture of 1-bromo-2,5-dimethyl-4-nitrobenzene (185 mg, 1 mmol) and 2-(tributylstannyl)pyridine (202 mg, 1.1 mmol) in DMF (4 mL) was added tetrakis(triphenylphosphine) palladium (0) (58 mg, 5% mmol). The reaction tube was sealed, the mixture was purged with N2 for 3 min and then heated at 120° C. under N2 for overnight. The reaction was cooled to room temperature and poured into saturated aqueous ammonia chloride solution. The crude reaction mixture was extracted with ethyl acetate (3×15 mL... Starting materials: C1(=CCCCC1)CCNC(=O)NCCC1=CCCCC1 (1,3-bis[2-(1-cyclohexen-1-yl)ethyl]urea). The reagents and catalysts are [Pd] (palladium on carbon). Solvent: CO (methanol), O (water). The product is C1(CCCCC1)CCNC(=O)NCCC1CCCCC1 (1,3-bis(2-cyclohexylethyl)urea). The yield is 97.7%. Reaction SMILES: [C:1]1([CH2:7][CH2:8][NH:9][C:10]([NH:12][CH2:13][CH2:14][C:15]2[CH2:20][CH2:19][CH2:18][CH2:17][CH:16]=2)=[O:11])[CH2:6][CH2:5][CH2:4][CH2:3][CH:2]=1>CO.O.[Pd]>[CH:15]1([CH2:14][CH2:13][NH:12][C:10]([NH:9][CH2:8][CH2:7][CH:1]2[CH2:6][CH2:5][CH2:4][CH2:3][CH2:2]2)=[O:11])[CH2:16][CH2:17][CH2:18][CH2:19][CH2:20]1. Reported procedure: 1,3-Bis[2-(1-cyclohexen-1-yl)ethyl]urea (from step (a) example 8, 10.82 g, 39.14 mmol) was dissolved in methanol (400 mL)-water (12 mL) and shaken with 10% palladium on carbon (600 mg) under hydrogen (55 psi) on a Parr apparatus for 7.5 h. The catalyst was filtered off (Celite) and volatiles were removed in vacuo to leave 1,3-bis(2-cyclohexylethyl)urea as white crystals (10.72 g, 98%), m.p. 150°-151.5° C.; 1H-NMR (DMSO-d6) consistent with structure.